Dataset: the Open Reaction Database (ORD), a public repository of structured organic reaction records. Task: describe an organic reaction: reactants, conditions, products, and yield The reactants are CCSc1nc2c(C(=O)OC)sc(C)c2[nH]1, ClC(Cl)(Cl)c1nc(-c2ccccc2-c2ccc(CBr)cc2)no1, [H-], [Na+], CN(C)C=O, O. Yields the product CCSc1nc2c(C)sc(C(=O)OC)c2n1Cc1ccc(-c2ccccc2-c2noc(C(Cl)(Cl)Cl)n2)cc1. RXN SMILES: [CH2:1]([CH3:2])[S:3][c:4]1[nH:5][c:6]2[c:7]([n:8]1)[c:9]([C:13](=[O:14])[O:15][CH3:16])[s:10][c:11]2[CH3:12].[Cl:19][C:20]([c:21]1[n:22][c:23](-[c:26]2[c:27](-[c:32]3[cH:33][cH:34][c:35]([CH2:38][Br:39])[cH:36][cH:37]3)[cH:28][cH:29][cH:30][cH:31]2)[n:24][o:25]1)([Cl:40])[Cl:41].[H-:17].[Na+:18].[O:43]=[CH:44][N:45]([CH3:46])[CH3:47].[OH2:42]>>[CH2:1]([CH3:2])[S:3][c:4]1[n:5][c:6]2[c:7]([n:8]1[CH2:38][c:35]1[cH:34][cH:33][c:32](-[c:27]3[c:26](-[c:23]4[n:22][c:21]([C:20]([Cl:19])([Cl:40])[Cl:41])[o:25][n:24]4)[cH:31][cH:30][cH:29][cH:28]3)[cH:37][cH:36]1)[c:9]([C:13](=[O:14])[O:15][CH3:16])[s:10][c:11]2[CH3:12]. Starting materials: O1C(=CC=C1)C(C#N)N (α-(2-Furyl)-α-aminoacetonitrile), N=1C=CN2C1C(=CC=C2)C(=O)Cl (imidazo[1,2-a]pyridine-8-carboxylic acid chloride). Solvent: C(C)#N (acetonitrile). Yields the product N=1C=CN2C1C(=CC=C2)C(=O)NC(C#N)C=2OC=CC2 (α-(imidazo[1,2-a]pyridin-8-ylcarbonylamino)-(2-furyl)acetonitrile). Yield: 10.9%. RXN SMILES: [O:1]1[CH:5]=[CH:4][CH:3]=[C:2]1[CH:6]([NH2:9])[C:7]#[N:8].[N:10]1[CH:11]=[CH:12][N:13]2[CH:18]=[CH:17][CH:16]=[C:15]([C:19](Cl)=[O:20])[C:14]=12>C(#N)C>[N:10]1[CH:11]=[CH:12][N:13]2[CH:18]=[CH:17][CH:16]=[C:15]([C:19]([NH:9][CH:6]([C:2]3[O:1][CH:5]=[CH:4][CH:3]=3)[C:7]#[N:8])=[O:20])[C:14]=12. Reported procedure: α-(2-Furyl)-α-aminoacetonitrile (0.7 g, 5.5 m mols) was dissolved in acetonitrile (20 ml), and imidazo[1,2-a]pyridine-8-carboxylic acid chloride (1.0 g, 5.5 m moles) was added thereto with stirring and reacted at room temperature for 2 hours. After completion of the reaction, the solvent was removed from the reaction mixture under reduced pressure. To the residue were added water (20 ml), saturated aqueous solution of sodium. bicarbonate (50 ml) and chloroform (50 ml), and the mixture was stirre...